From a dataset of the Open Reaction Database (ORD), a public repository of structured organic reaction records. describe an organic reaction: reactants, conditions, products, and yield The reactants are C(C1=CC=CC=C1)OC(NCCCCCC(C#N)N)=O ((6-amino-6-cyano-hexyl}-carbamic acid benzyl ester), [N+](=O)([O-])C1=C(C=CC=C1)S(=O)(=O)Cl (2-nitrobenzenesulfonyl chloride). Yields the product C(C1=CC=CC=C1)OC(NCCCCCC(C#N)NS(=O)(=O)C1=CC=CC=C1)=O ((6-Benzenesulfonylamino-6-cyano-hexyl) -carbamic acid benzyl ester). Yield: 40.9%. Reaction SMILES: [CH2:1]([O:8][C:9](=[O:20])[NH:10][CH2:11][CH2:12][CH2:13][CH2:14][CH2:15][CH:16]([NH2:19])[C:17]#[N:18])[C:2]1[CH:7]=[CH:6][CH:5]=[CH:4][CH:3]=1.[N+]([C:24]1[CH:29]=[CH:28][CH:27]=[CH:26][C:25]=1[S:30](Cl)(=[O:32])=[O:31])([O-])=O>>[CH2:1]([O:8][C:9](=[O:20])[NH:10][CH2:11][CH2:12][CH2:13][CH2:14][CH2:15][CH:16]([NH:19][S:30]([C:25]1[CH:26]=[CH:27][CH:28]=[CH:29][CH:24]=1)(=[O:32])=[O:31])[C:17]#[N:18])[C:2]1[CH:3]=[CH:4][CH:5]=[CH:6][CH:7]=1. Procedure: Using the general procedure described in step A of scheme 1, (6-amino-6-cyano-hexyl}-carbamic acid benzyl ester (2.8 g, 10 mmol) was sulfonylated with 2-nitrobenzenesulfonyl chloride (2.5 g, 11 mmol) at 0° C. to yield the titled compound (1.7 g, 36%); yellow oil. Starting materials: C(C)(C)(C)OC(C[C@@H](C(=O)O)NC(=O)OCC1=CC=CC=C1)=O ((S)-2-Benzyloxycarbonylamino-succinic acid 4-tert-butyl ester), [B-](F)(F)(F)F.CCOC(=O)C(=NOC(=[N+](C)C)N(C)C)C#N (TOTU). Solvent: CN(C)C=O (DMF), C(C)(=O)OCC (ethyl acetate). Conditions: time 16 hour. Product: C(C)OC(=O)N1CCN(CC1)C([C@H](CC(=O)OC(C)(C)C)NC(=O)OCC1=CC=CC=C1)=O (4-((S)-2-Benzyloxycarbonylamino-3-tert-butoxycarbonyl-propionyl)-piperazine-1-carboxylic acid ethyl ester). Reaction SMILES: [C:1]([O:5][C:6](=[O:23])[CH2:7][C@H:8]([NH:12][C:13]([O:15][CH2:16][C:17]1[CH:22]=[CH:21][CH:20]=[CH:19][CH:18]=1)=[O:14])[C:9]([OH:11])=O)([CH3:4])([CH3:3])[CH3:2].[B-](F)(F)(F)F.CCOC(C(C#N)=N[O:36][C:37]([N:41]([CH3:43])[CH3:42])=[N+](C)C)=O>CN(C=O)C.C(OCC)(=O)C>[CH2:1]([O:5][C:37]([N:41]1[CH2:42][CH2:13][N:12]([C:9](=[O:11])[C@@H:8]([NH:12][C:13]([O:15][CH2:16][C:17]2[CH:22]=[CH:21][CH:20]=[CH:19][CH:18]=2)=[O:14])[CH2:7][C:6]([O:5][C:1]([CH3:2])([CH3:3])[CH3:4])=[O:23])[CH2:8][CH2:43]1)=[O:36])[CH3:2] |f:1.2|. Procedure details: To a solution of 15.4 g (S)-2-Benzyloxycarbonylamino-succinic acid 4-tert-butyl ester, 24.4 ml NEM and 15.6 g TOTU in 80 ml DMF 7.5 g piperazine-1-carboxylic acid ethyl ester were added at RT and stirred for 16 h. The reaction mixture was then diluted with ethyl acetate and washed with aqueous LiCl (4 w/w) and saturated aqueous sodium hydrogen carbonate. The organic phase was dried over MgSO4 and the solvents were removed under reduced pressure. The crude product was used in the subsequent react... Reactants: FS(=O)(=O)OC (methyl fluorosulfonate), C(N)(=O)[C@H]1N(C[C@H](C1)SCC1=CC=C(C=C1)OC)CC ((2S, 4S)-2-carbamoyl-4-(4-methoxybenzylthio)-1-ethylpyrrolidine). The solvent is C(Cl)Cl (methylene chloride). Conditions: time 2 hour. Yields the product FS(=O)(=O)[O-].C(N)(=O)[C@H]1[N+](C[C@H](C1)SCC1=CC=C(C=C1)OC)(C)CC ((2S, 4S)-2-Carbamoyl-4-(4-methoxybenzylthio)-1-ethyl-1-methylpyrrolidinium fluorosulfonate). RXN SMILES: [F:1][S:2]([O:5][CH3:6])(=[O:4])=[O:3].[C:7]([C@@H:10]1[CH2:14][C@H:13]([S:15][CH2:16][C:17]2[CH:22]=[CH:21][C:20]([O:23][CH3:24])=[CH:19][CH:18]=2)[CH2:12][N:11]1[CH2:25][CH3:26])(=[O:9])[NH2:8]>C(Cl)Cl>[F:1][S:2]([O-:5])(=[O:4])=[O:3].[C:7]([C@@H:10]1[CH2:14][C@H:13]([S:15][CH2:16][C:17]2[CH:18]=[CH:19][C:20]([O:23][CH3:24])=[CH:21][CH:22]=2)[CH2:12][N+:11]1([CH2:25][CH3:26])[CH3:6])(=[O:9])[NH2:8] |f:3.4|. Procedure: 0.43 ml of methyl fluorosulfonate was added, whilst ice-cooling, to a solution of 1.44 g of (2S, 4S)-2-carbamoyl-4-(4-methoxybenzylthio)-1-ethylpyrrolidine dissolved in 30 ml of dry methylene chloride and the mixture was stirred at room temperature for 2 hours. At the end of this time, the solvent was removed by distillation under reduced pressure, and the residue was washed repeatedly by decantation with diethyl ether and dried under reduced pressure to afford 2.0 g of the title compound as an ...